Task: describe an organic reaction: reactants, conditions, products, and yield. Dataset: the Open Reaction Database (ORD), a public repository of structured organic reaction records Reactants: C(C)OC(CNC1=NC=CC=C1C)=O (ethyl-N-(3-methylpyridinyl)glycinate), C(=O)(OCC1=CC=CC=C1)N[C@@H](C(C)C)C(=O)O (CBZ-L-Valine), C(C)(=O)OCC (ethyl acetate). Reagents/catalysts: CN(C1=CC=NC=C1)C (4-dimethylaminopyridine). The solvent is C(Cl)Cl (CH2Cl2). Yields the product C(C)OC(CN(C1=NC=CC=C1C)C([C@@H](NC(=O)OCC1=CC=CC=C1)C(C)C)=O)=O (N-CBZ-L-Valyl-N-(3-methylpyridinyl)glycine ethyl ester). Reaction SMILES: [C:1]([NH:11][C@H:12]([C:16]([OH:18])=O)[CH:13]([CH3:15])[CH3:14])([O:3][CH2:4][C:5]1[CH:10]=[CH:9][CH:8]=[CH:7][CH:6]=1)=[O:2].[CH2:19]([O:21][C:22](=[O:32])[CH2:23][NH:24][C:25]1[C:30]([CH3:31])=[CH:29][CH:28]=[CH:27][N:26]=1)[CH3:20].C(OCC)(=O)C>C(Cl)Cl.CN(C)C1C=CN=CC=1>[CH2:19]([O:21][C:22](=[O:32])[CH2:23][N:24]([C:16](=[O:18])[C@H:12]([CH:13]([CH3:14])[CH3:15])[NH:11][C:1]([O:3][CH2:4][C:5]1[CH:6]=[CH:7][CH:8]=[CH:9][CH:10]=1)=[O:2])[C:25]1[C:30]([CH3:31])=[CH:29][CH:28]=[CH:27][N:26]=1)[CH3:20]. Procedure: CBZ-L-Valine (15.4 g, 0.0612 mol) was dissolved in CH2Cl2 (300 mL) and the following reagents were added in equal molar amounts in the stated order; 4-dimethylaminopyridine (DMAP), ethyl-N-(3-methylpyridinyl)glycinate and WSCDI. The reaction mixture was allowed to stir at room temperature over night. Evaporation of the solvent yielded a viscous semisolid which was treated with ethyl acetate and then with water and separated. The organic extract was washed with water followed by 5% aqueous Na2CO3... The reactants are FC(C1=CC(=C(C=C1)CN)N1N=CN=C1)(F)F ((4-(trifluoromethyl)-2-(1H-1,2,4-triazol-1-yl)phenyl)-methanamine), ClC(Cl)(OC(OC(Cl)(Cl)Cl)=O)Cl (triphosgene), CO (MeOH), [N-]=C=O (isocyanate), compound 1a, CN(C)C=O (DMF). The solvent is CCOC(=O)C (AcOEt), CCOC(=O)C (AcOEt). Reaction conditions: temperature 80 celsius. Yields the product FC(C1=CC(=C(CNC(=O)NC2=CC=CC=3NC(NC32)=O)C=C1)N1N=CN=C1)(F)F (1-(4-(trifluoromethyl)-2-(1H-1,2,4-triazol-1-yl)benzyl)-3-(2,3-dihydro-2-oxo-1H-benzo[d]imidazol-4-yl)urea). The yield is 10.0%. Reaction SMILES: [F:1][C:2]([F:17])([F:16])[C:3]1[CH:8]=[CH:7][C:6]([CH2:9][NH2:10])=[C:5]([N:11]2[CH:15]=[N:14][CH:13]=[N:12]2)[CH:4]=1.ClC(Cl)(O[C:22](=[O:28])OC(Cl)(Cl)Cl)Cl.[N-:30]=[C:31]=O.CO.[CH3:35][N:36]([CH:38]=[O:39])C>CCOC(C)=O>[F:17][C:2]([F:16])([F:1])[C:3]1[CH:8]=[CH:7][C:6]([CH2:9][NH:10][C:38]([NH:36][C:35]2[C:31]3[NH:30][C:22](=[O:28])[NH:10][C:9]=3[CH:6]=[CH:5][CH:4]=2)=[O:39])=[C:5]([N:11]2[CH:15]=[N:14][CH:13]=[N:12]2)[CH:4]=1. Reported procedure: Amine 2e (600 mg, 2.48 mmol) was dissolved in 20 ml of AcOEt and at 0° C. triphosgene (755 mg, 1 equiv.) was added to the solution. The mixture was warmed at 80° C. for 4 hours then evaporated and the residue was dissolved in 10 ml of DMF. The solution of the isocyanate was added dropwise to a solution in DMF (10 ml) of compound 1a (450 mg, 3 mmol) and the mixture was warmed at 80° C. for 8 hours. (TLC AcOEt 9.5/MeOH 0.5). The solvent was evaporated and the crude was dissolved in AcOEt (30 ml) a... Starting materials: C(C)(C)(C)OC(=O)N[C@H](C(=O)O)CC1CCC(CC1)C ((S)-2-(tert-butoxycarbonylamino)-3-(4-methylcyclohexyl)propanoic acid), CCN=C=NCCCN(C)C.Cl (EDC.HCl), C=1C=CC2=C(C1)N=NN2O (HOBt), CCN(C(C)C)C(C)C (DIEA), CN (methylamine), CCO (EtOH). Run in C(Cl)Cl (CH2Cl2). Reaction conditions: time 21 hour. Product: CNC(=O)[C@H](CC1CCC(CC1)C)NC(OC(C)(C)C)=O (tert-butyl (S)-1-(methylcarbamoyl)-2-(4-methylcyclohexyl)-ethylcarbamate). Isolated yield 46.7%. Reaction SMILES: [C:1]([O:5][C:6]([NH:8][C@@H:9]([CH2:13][CH:14]1[CH2:19][CH2:18][CH:17]([CH3:20])[CH2:16][CH2:15]1)[C:10](O)=[O:11])=[O:7])([CH3:4])([CH3:3])[CH3:2].C[CH2:22][N:23]=C=NCCCN(C)C.Cl.C1C=CC2N(O)N=NC=2C=1.CCN(C(C)C)C(C)C.CN.CCO>C(Cl)Cl>[CH3:22][NH:23][C:10]([C@@H:9]([NH:8][C:6](=[O:7])[O:5][C:1]([CH3:4])([CH3:3])[CH3:2])[CH2:13][CH:14]1[CH2:19][CH2:18][CH:17]([CH3:20])[CH2:16][CH2:15]1)=[O:11] |f:1.2|. Reported procedure: A mixture of (S)-2-(tert-butoxycarbonylamino)-3-(4-methylcyclohexyl)propanoic acid (2.080 g, 7.29 mmol, 1.0 equiv), EDC.HCl (3.308 g, 2.37 equiv), HOBt (1.752 g, 1.78 equiv), DIEA (7.6 mL, 6 equiv) and 33% wt. methylamine in EtOH (2.771 g, 4 equiv) in CH2Cl2 (80 mL) was stirred at rt for 21 h. The solvents were removed in vacuo and 1 N aq HCl (200 mL) was added. The mixture was extracted with EtOAc (3×). The combined organic extracts were washed with brine and dried over Na2SO4. After the solven... Starting materials: C(CC)C(C#N)CCC (di-n-propyl acetonitrile), S(O)(O)(=O)=O (sulphuric acid), nitrile. Yields the product C(CC)C(C(=O)N)CCC (di-n-propyl acetamide). RXN SMILES: [CH2:1]([CH:4]([CH2:7][CH2:8][CH3:9])[C:5]#[N:6])[CH2:2][CH3:3].S(=O)(=O)(O)[OH:11]>>[CH2:1]([CH:4]([CH2:7][CH2:8][CH3:9])[C:5]([NH2:6])=[O:11])[CH2:2][CH3:3]. Procedure: Process according to claim 1, whereby the di-n-propyl acetonitrile is hydrolysed by means of 80% aqueous sulphuric acid, in the proportion of 3 to 5 g of dilute acid/g of nitrile, at a temperature of 80°-85° C., and then the crude di-n-propyl acetamide thus obtained is hydrolysed in the same aqueous sulphuric acid medium in the presence of 1.4 mol of sodium nitrite/mol of nitrile, at a temperature of 40°-50° C. Reactants: CCC1CC(NC(C)=O)c2nc(OC)ccc2N1C(=O)OC(C)C, Cl, [Na+], [Na+], O=C([O-])[O-]. Product: CCC1CC(N)c2nc(OC)ccc2N1C(=O)OC(C)C. As a reaction SMILES: [CH:1]([CH3:2])([CH3:3])[O:4][C:5](=[O:6])[N:7]1[CH:8]([CH2:23][CH3:24])[CH2:9][CH:10]([NH:19][C:20](=[O:21])[CH3:22])[c:11]2[n:12][c:13]([O:17][CH3:18])[cH:14][cH:15][c:16]21.[ClH:31].[Na+:25].[Na+:26].[O-:27][C:28](=[O:29])[O-:30]>>[CH:1]([CH3:2])([CH3:3])[O:4][C:5](=[O:6])[N:7]1[CH:8]([CH2:23][CH3:24])[CH2:9][CH:10]([NH2:19])[c:11]2[n:12][c:13]([O:17][CH3:18])[cH:14][cH:15][c:16]21. The reactants are BrC=1C=NC=CC1C=CCCCC (3-bromo-4-(hex-1-en-1-yl)pyridine), BrC=1C=NC=CC1C=O (3-bromo-4-pyridinecarboxaldehyde), [I-].C(C)(C)[P+](C1=CC=CC=C1)(C1=CC=CC=C1)C1=CC=CC=C1 (isopropyltriphenylphosphonium iodide). Product: BrC=1C=NC=CC1C=C(C)C (3-bromo-4-(2-methylprop-1-en-1-yl)pyridine). RXN SMILES: [Br:1][C:2]1[CH:3]=[N:4][CH:5]=[CH:6][C:7]=1[CH:8]=[CH:9][CH2:10]CCC.Br[C:15]1C=NC=CC=1C=O.[I-].C([P+](C1C=CC=CC=1)(C1C=CC=CC=1)C1C=CC=CC=1)(C)C>>[Br:1][C:2]1[CH:3]=[N:4][CH:5]=[CH:6][C:7]=1[CH:8]=[C:9]([CH3:10])[CH3:15] |f:2.3|. Reported procedure: Following the general method as outlined in Intermediate 12, starting from 3-bromo-4-pyridinecarboxaldehyde (Aldrich) and isopropyltriphenylphosphonium iodide, the title compound was obtained as a yellow liquid after purification by flash column chromatography, eluting with cyclohexane containing increasing amounts of EtOAc. Starting materials: ClC1=C(C=CC(=C1)F)C1(CCCCC1)C(=O)O (1-(2-chloro-4-fluorophenyl)cyclohexanecarboxylic acid), NCCCN1CCC(CC1)C=1C=C(C=CC1)NC(OC(C)C)=O (isopropyl 3-[1-(3-aminopropyl)-4-piperidinyl]phenylcarbamate). The product is ClC1=C(C=CC(=C1)F)C1(CCCCC1)C(=O)NCCCN1CCC(CC1)C=1C=C(C=CC1)NC(OC(C)C)=O (ISOPROPYL 3-{1-[3-({[1-(2-CHLORO-4-FLUOROPHENYL)CYCLOHEXYL]CARBONYL}AMINO)PROPYL]-4-PIPERIDINYL}PHENYLCARBAMATE). As a reaction SMILES: [Cl:1][C:2]1[CH:7]=[C:6]([F:8])[CH:5]=[CH:4][C:3]=1[C:9]1([C:15]([OH:17])=O)[CH2:14][CH2:13][CH2:12][CH2:11][CH2:10]1.[NH2:18][CH2:19][CH2:20][CH2:21][N:22]1[CH2:27][CH2:26][CH:25]([C:28]2[CH:29]=[C:30]([NH:34][C:35](=[O:40])[O:36][CH:37]([CH3:39])[CH3:38])[CH:31]=[CH:32][CH:33]=2)[CH2:24][CH2:23]1>>[Cl:1][C:2]1[CH:7]=[C:6]([F:8])[CH:5]=[CH:4][C:3]=1[C:9]1([C:15]([NH:18][CH2:19][CH2:20][CH2:21][N:22]2[CH2:27][CH2:26][CH:25]([C:28]3[CH:29]=[C:30]([NH:34][C:35](=[O:40])[O:36][CH:37]([CH3:38])[CH3:39])[CH:31]=[CH:32][CH:33]=3)[CH2:24][CH2:23]2)=[O:17])[CH2:10][CH2:11][CH2:12][CH2:13][CH2:14]1. Procedure details: Example 147 was prepared from 1-(2-chloro-4-fluorophenyl)cyclohexanecarboxylic acid and isopropyl 3-[1-(3-aminopropyl)-4-piperidinyl]phenylcarbamate according to the procedures described in Scheme 9: ESMS m/e: 558.1 (M+H)+. Reactants: C#Cc1ccsc1Cc1ccccc1, [Li]CCCC, CCCCCC, O=C1CN2CCC1CC2, C1CCOC1, O. Product: OC1(C#Cc2ccsc2Cc2ccccc2)CN2CCC1CC2. Reaction SMILES: [CH2:12]([c:13]1[cH:14][cH:15][cH:16][cH:17][cH:18]1)[c:19]1[s:20][cH:21][cH:22][c:23]1[C:24]#[CH:25].[CH2:7]([Li:8])[CH2:9][CH2:10][CH3:11].[CH3:1][CH2:2][CH2:3][CH2:4][CH2:5][CH3:6].[N:26]12[CH2:27][C:28](=[O:34])[CH:29]([CH2:30][CH2:31]1)[CH2:32][CH2:33]2.[O:36]1[CH2:37][CH2:38][CH2:39][CH2:40]1.[OH2:35]>>[CH2:12]([c:13]1[cH:14][cH:15][cH:16][cH:17][cH:18]1)[c:19]1[s:20][cH:21][cH:22][c:23]1[C:24]#[C:25][C:28]1([OH:34])[CH2:27][N:26]2[CH2:31][CH2:30][CH:29]1[CH2:32][CH2:33]2.